Dataset: the Open Reaction Database (ORD), a public repository of structured organic reaction records. Task: describe an organic reaction: reactants, conditions, products, and yield Starting materials: C1CCOC1, Cl, COc1ccccc1CNc1ccc2c(C(=N)c3ccc(F)cc3)cccc2n1, [Na+], O=C([O-])O. The product is COc1ccccc1CNc1ccc2c(C(=O)c3ccc(F)cc3)cccc2n1. RXN SMILES: [CH2:36]1[O:37][CH2:38][CH2:39][CH2:40]1.[ClH:30].[F:1][c:2]1[cH:3][cH:4][c:5]([C:8]([c:9]2[c:10]3[cH:11][cH:12][c:13]([NH:19][CH2:20][c:21]4[c:22]([O:27][CH3:28])[cH:23][cH:24][cH:25][cH:26]4)[n:14][c:15]3[cH:16][cH:17][cH:18]2)=[NH:29])[cH:6][cH:7]1.[Na+:35].[O-:31][C:32]([OH:33])=[O:34]>>[F:1][c:2]1[cH:3][cH:4][c:5]([C:8]([c:9]2[c:10]3[cH:11][cH:12][c:13]([NH:19][CH2:20][c:21]4[c:22]([O:27][CH3:28])[cH:23][cH:24][cH:25][cH:26]4)[n:14][c:15]3[cH:16][cH:17][cH:18]2)=[O:31])[cH:6][cH:7]1. Reactants: C1(CC1)N1C(C=2N(C(=NC(C2O)=O)CC2(CCCC2)C2=CC=CC=C2)CC1)=O (2-cyclopropyl-9-hydroxy-6-(1-phenyl-cyclopentylmethyl)-3,4-dihydro-2H-pyrazino[1,2-c]pyrimidine-1,8-dione), C(C1=CC=CC=C1)OC1=C2N(C(=NC1=O)CC1(CCCC1)C1=CC=CC=C1)CCN(C2=O)C2COC2 (9-benzyloxy-2-oxetan-3-yl-6-(1-phenyl-cyclopentylmethyl)-3,4-dihydro-2H-pyrazino[1,2-c]pyrimidine-1,8-dione). The product is OC1=C2N(C(=NC1=O)CC1(CCCC1)C1=CC=CC=C1)CCN(C2=O)C2COC2 (9-Hydroxy-2-oxetan-3-yl-6-(1-phenyl-cyclopentylmethyl)-3,4-dihydro-2H-pyrazino[1,2-c]pyrimidine-1,8-dione). The yield is 9.6%. RXN SMILES: C1(N2CCN3C(CC4(C5C=CC=CC=5)CCCC4)=NC(=O)C(O)=C3C2=O)CC1.C([O:36][C:37]1[C:42](=[O:43])[N:41]=[C:40]([CH2:44][C:45]2([C:50]3[CH:55]=[CH:54][CH:53]=[CH:52][CH:51]=3)[CH2:49][CH2:48][CH2:47][CH2:46]2)[N:39]2[CH2:56][CH2:57][N:58]([CH:61]3[CH2:64][O:63][CH2:62]3)[C:59](=[O:60])[C:38]=12)C1C=CC=CC=1>>[OH:36][C:37]1[C:42](=[O:43])[N:41]=[C:40]([CH2:44][C:45]2([C:50]3[CH:55]=[CH:54][CH:53]=[CH:52][CH:51]=3)[CH2:49][CH2:48][CH2:47][CH2:46]2)[N:39]2[CH2:56][CH2:57][N:58]([CH:61]3[CH2:62][O:63][CH2:64]3)[C:59](=[O:60])[C:38]=12. Procedure: This compound was prepared following the same method as described for 2-cyclopropyl-9-hydroxy-6-(1-phenyl-cyclopentylmethyl)-3,4-dihydro-2H-pyrazino[1,2-c]pyrimidine-1,8-dione (287) from 9-benzyloxy-2-oxetan-3-yl-6-(1-phenyl-cyclopentylmethyl)-3,4-dihydro-2H-pyrazino[1,2-c]pyrimidine-1,8-dione (298) (100 mg, 0.21 mmol). The product was obtained as a white solid (8 mg, 9.82%). Starting materials: O=C(Cl)Oc1ccccc1, ClCCl, Nc1ccc2nc[nH]c2c1, CC(C)(C)C(=O)CN. The product is CC(C)(C)C1CNC(=O)N1c1ccc2[nH]cnc2c1. As a reaction SMILES: [Cl:1][C:2](=[O:3])[O:4][c:5]1[cH:6][cH:7][cH:8][cH:9][cH:10]1.[Cl:29][CH2:30][Cl:31].[NH2:11][c:12]1[cH:13][c:14]2[c:15]([n:16][cH:17][nH:18]2)[cH:19][cH:20]1.[NH2:21][CH2:22][C:23]([C:24]([CH3:25])([CH3:26])[CH3:27])=[O:28]>>[C:2]1(=[O:3])[N:11]([c:12]2[cH:13][c:14]3[c:15]([nH:16][cH:17][n:18]3)[cH:19][cH:20]2)[CH:23]([C:24]([CH3:25])([CH3:26])[CH3:27])[CH2:22][NH:21]1.